Dataset: the Open Reaction Database (ORD), a public repository of structured organic reaction records. Task: describe an organic reaction: reactants, conditions, products, and yield The reactants are N[C@H](CC1=CNC=N1)C(=O)NO (D-Histidine hydroxamic acid), C1(C=2C(C(=O)O1)=CC=CC2)=O (Phthalic anhydride). Run in CN(C=O)C (dimethylformamide), O (water). Reaction conditions: time 4 hour. Yields the product C(=O)(O)C1=C(C(=O)N(O)C([C@H](N)CC2=CNC=N2)=O)C=CC=C1 (N-(2-carboxybenzoyl)-D-histidine hydroxamic acid). Isolated yield 44.9%. As a reaction SMILES: [NH2:1][C@@H:2]([C:9]([NH:11][OH:12])=[O:10])[CH2:3][C:4]1[N:8]=[CH:7][NH:6][CH:5]=1.[C:13]1(=[O:23])[O:18][C:16](=[O:17])[C:15]2=[CH:19][CH:20]=[CH:21][CH:22]=[C:14]12>CN(C)C=O.O>[C:16]([C:15]1[CH:19]=[CH:20][CH:21]=[CH:22][C:14]=1[C:13]([N:11]([C:9](=[O:10])[C@@H:2]([CH2:3][C:4]1[N:8]=[CH:7][NH:6][CH:5]=1)[NH2:1])[OH:12])=[O:23])([OH:18])=[O:17]. Procedure: D-Histidine hydroxamic acid (1.9 g, 11.2 mMol) was dissolved in dimethylformamide (75 ml) and water (100 ml). Phthalic anhydride (1.65 g, 11.2 mMol) was added, the solution stirred 4 hours, evaporated to an oil which was crystallized from water/ethanol, and crystallized again from water to yield 1.6 g, m.p. 175° (dec.) of N-(2-carboxybenzoyl)-D-histidine hydroxamic acid. Reactants: O=C[C@H](O)[C@@H](O)[C@H](O)[C@H](O)CO (D-glucose), [H][H] (hydrogen), 3A, C(CCC)N (n-butylamine), C(CCC)NC[C@H](O)[C@@H](O)[C@H](O)[C@H](O)CO (N-butyl glucamine), hydrochloride salt, [H][H] (hydrogen), Cl (hydrochloric acid), [H][H] (hydrogen). Reagents/catalysts: [Pd] (palladium-on-carbon). The solvent is C(C)O (ethanol). Yields the product Cl.C(CCC)NC[C@H](O)[C@@H](O)[C@H](O)[C@H](O)CO (N-n-butyl glucamine hydrochloride). RXN SMILES: C(N)CCC.[ClH:6].O=C[C@@H]([C@H]([C@@H]([C@@H](CO)O)O)O)O.[H][H].[CH2:21]([NH:25][CH2:26][C@@H:27]([C@H:29]([C@@H:31]([C@@H:33]([CH2:35][OH:36])[OH:34])[OH:32])[OH:30])[OH:28])[CH2:22][CH2:23][CH3:24]>[Pd].C(O)C>[ClH:6].[CH2:21]([NH:25][CH2:26][C@@H:27]([C@H:29]([C@@H:31]([C@@H:33]([CH2:35][OH:36])[OH:34])[OH:32])[OH:30])[OH:28])[CH2:22][CH2:23][CH3:24] |f:7.8|. Reported procedure: A 2.3 L Parr shaker bottle is charged with 1 L of 3A ethanol and 83 g (1.1 mol) of n-butylamine. The mixture is stirred and cooled while 16 mL of 12N hydrochloric acid is slowly added. The pH after this addition is 10. To the 2.3 L Parr bottle is added 200 g (1.1 mol) of D-glucose followed by 60 g of 4% palladium-on-carbon (50% water-wet). The mixture is agitated rapidly and hydrogenated at a constant pressure of 4 arm of hydrogen at 60°±5° C. until the reaction is complete (as indicated by hydr... Reactants: [H-], O=Cc1ccc([N+](=O)[O-])o1, [Na+], C1CCOC1, FC(F)(F)Oc1ccc2nc(S)[nH]c2c1. Yields the product O=Cc1ccc(Sc2nc3cc(OC(F)(F)F)ccc3[nH]2)o1. As a reaction SMILES: [H-:16].[N+:18]([O-:19])(=[O:20])[c:21]1[cH:22][cH:23][c:24]([CH:26]=[O:27])[o:25]1.[Na+:17].[O:28]1[CH2:29][CH2:30][CH2:31][CH2:32]1.[SH:1][c:2]1[nH:3][c:4]2[c:5]([n:6]1)[cH:7][cH:8][c:9]([O:11][C:12]([F:13])([F:14])[F:15])[cH:10]2>>[S:1]([c:2]1[n:3][c:4]2[c:5]([nH:6]1)[cH:7][cH:8][c:9]([O:11][C:12]([F:13])([F:14])[F:15])[cH:10]2)[c:21]1[cH:22][cH:23][c:24]([CH:26]=[O:27])[o:25]1. Reactants: C1(=CC=CC=C1)CCCCCC1(OC1)C(=O)[O-].[Na+] (sodium 2-(5-phenylpentyl)oxirane-2-carboxylate), ice. Run in C(C)OCC (diethyl ether). Product: C1(=CC=CC=C1)CCCCCC1(OC1)C(=O)O (2-(5-Phenylpentyl)oxirane-2-carboxylic acid). As a reaction SMILES: [C:1]1([CH2:7][CH2:8][CH2:9][CH2:10][CH2:11][C:12]2([C:15]([O-:17])=[O:16])[CH2:14][O:13]2)[CH:6]=[CH:5][CH:4]=[CH:3][CH:2]=1.[Na+]>C(OCC)C>[C:1]1([CH2:7][CH2:8][CH2:9][CH2:10][CH2:11][C:12]2([C:15]([OH:17])=[O:16])[CH2:14][O:13]2)[CH:2]=[CH:3][CH:4]=[CH:5][CH:6]=1 |f:0.1|. Procedure details: 3 g of sodium 2-(5-phenylpentyl)oxirane-2-carboxylate are thoroughly shaken with 70 ml of ice-cold 1 N hydrochloric acid and 50 ml of diethyl ether; the organic phase is collected, dried over sodium sulfate and concentrated. 1.7 g of the title compound remain as a viscous, colorless oil.